From a dataset of the Open Reaction Database (ORD), a public repository of structured organic reaction records. describe an organic reaction: reactants, conditions, products, and yield Reactants: ClC1=C2C\C(\C(C2=CC=C1OC)=O)=C/C1=CC=C(C=C1)SC(F)(F)F ((E)-4-chloro-5-methoxy-2-(4-((trifluoromethyl)thio)benzylidene)-2,3-dihydro-1H-inden-1-one). The solvent is CO (methanol). Reaction conditions: time 6 hour. Yields the product ClC1=C2CC(C(C2=CC=C1OC)=O)CC1=CC=C(C=C1)SC(F)(F)F (4-chloro-5-methoxy-2-(4-((trifluoromethyl)thio)benzyl)-2,3-dihydro-1H-inden-1-one). RXN SMILES: [Cl:1][C:2]1[C:10]([O:11][CH3:12])=[CH:9][CH:8]=[C:7]2[C:3]=1[CH2:4]/[C:5](=[CH:14]\[C:15]1[CH:20]=[CH:19][C:18]([S:21][C:22]([F:25])([F:24])[F:23])=[CH:17][CH:16]=1)/[C:6]2=[O:13]>CO>[Cl:1][C:2]1[C:10]([O:11][CH3:12])=[CH:9][CH:8]=[C:7]2[C:3]=1[CH2:4][CH:5]([CH2:14][C:15]1[CH:20]=[CH:19][C:18]([S:21][C:22]([F:23])([F:24])[F:25])=[CH:17][CH:16]=1)[C:6]2=[O:13]. Procedure details: The (E)-4-chloro-5-methoxy-2-(4-((trifluoromethyl)thio)benzylidene)-2,3-dihydro-1H-inden-1-one 176 (75 mg, 0.195 mmol) was dissolved in methanol 25 ml to which was added Pt/c 40 mg and the reaction stirred under H2 balloon for 6 h. The reaction was filtered through celite bed and washed with excess methanol. The organic layer was concentrated to get the crude, which was purified by flash chromatography using 100-200 mesh silica gel. The final compound 177 was eluted at 20% ethylacetate in hexane... The reactants are C([O-])([O-])=O.[K+].[K+] (Potassium carbonate), 1,10-phenanthraline, CN1CC2=C(NC=3C=CC(=CC23)C(=O)OC)CC1 (Methyl 2,3,4,5-tetrahydro-2-methyl-1H-pyrido[4,3-b]indole-8-carboxylate), BrC#CC1=CC=C(C=C1)F (1-(bromoethynyl)-4-fluorobenzene), BrC#CC1=CC=C(C=C1)F (1-(bromoethynyl)-4-fluorobenzene). Procedure details: Methyl 2,3,4,5-tetrahydro-2-methyl-1H-pyrido[4,3-b]indole-8-carboxylate (122 mg, 0.5 mmol) was dissolved in toluene (3 mL) and stirred for 10 min. Potassium carbonate (138 mg, 1.0 mmol), copper sulfate (124 mg, 0.05 mmol) and 1,10-phenanthraline (18 mg, 0.1 mmol) were added. The reaction mixture was stirred for 10 min. A solution of 1-(bromoethynyl)-4-fluorobenzene (110 mg, 0.11 mmol) in toluene (2 mL) was added to the reaction mixture, which was heated to 80-85° C. overnight. TLC monitoring sho... Conditions: temperature 82.5 celsius, time 10 minute. RXN SMILES: [CH3:1][N:2]1[CH2:18][CH2:17][C:5]2[NH:6][C:7]3[CH:8]=[CH:9][C:10]([C:13]([O:15][CH3:16])=[O:14])=[CH:11][C:12]=3[C:4]=2[CH2:3]1.C(=O)([O-])[O-].[K+].[K+].Br[C:26]#[C:27][C:28]1[CH:33]=[CH:32][C:31]([F:34])=[CH:30][CH:29]=1>C1(C)C=CC=CC=1.S([O-])([O-])(=O)=O.[Cu+2]>[F:34][C:31]1[CH:32]=[CH:33][C:28]([C:27]#[C:26][N:6]2[C:7]3[CH:8]=[CH:9][C:10]([C:13]([O:15][CH3:16])=[O:14])=[CH:11][C:12]=3[C:4]3[CH2:3][N:2]([CH3:1])[CH2:18][CH2:17][C:5]2=3)=[CH:29][CH:30]=1 |f:1.2.3,6.7|. Solvent: C1(=CC=CC=C1)C (toluene), C1(=CC=CC=C1)C (toluene). Product: FC1=CC=C(C=C1)C#CN1C2=C(C=3C=C(C=CC13)C(=O)OC)CN(CC2)C (methyl 5-((4-fluorophenyl)ethynyl)-2-methyl-2,3,4,5-tetrahydro-1H-pyrido[4,3-b]indole-8-carboxylate). Reagents/catalysts: S(=O)(=O)([O-])[O-].[Cu+2] (copper sulfate). The reactants are N1=C(C=C(C=C1C)C)C (2,4,6-collidine), O (water), COC(C1=CC(=CC=C1)C=1N=NNN1)=O (3-(2H-Tetrazol-5-yl)-benzoic acid methyl ester), ClC1=C(C(=O)Cl)C=CC=C1 (2-chlorobenzoyl chloride). The solvent is C1(=CC=CC=C1)OC (anisole), C1(=CC=CC=C1)OC (anisole). Run at temperature 100 celsius, time 15 minute. Product: COC(C1=CC(=CC=C1)C=1OC(=NN1)C1=C(C=CC=C1)Cl)=O (3-[5-(2-Chlorophenyl)-[1,3,4]oxadiazol-2-yl]-benzoic acid methyl ester), powder. The yield is 73.0%. Reaction SMILES: [CH3:1][O:2][C:3](=[O:15])[C:4]1[CH:9]=[CH:8][CH:7]=[C:6]([C:10]2[N:11]=[N:12]NN=2)[CH:5]=1.[Cl:16][C:17]1[CH:25]=[CH:24][CH:23]=[CH:22][C:18]=1[C:19](Cl)=[O:20].N1C(C)=CC(C)=CC=1C.O>C1(OC)C=CC=CC=1>[CH3:1][O:2][C:3](=[O:15])[C:4]1[CH:9]=[CH:8][CH:7]=[C:6]([C:10]2[O:20][C:19]([C:18]3[CH:22]=[CH:23][CH:24]=[CH:25][C:17]=3[Cl:16])=[N:12][N:11]=2)[CH:5]=1. Procedure details: 3-(2H-Tetrazol-5-yl)-benzoic acid methyl ester (204 mg, 1 mmol) (prepared by the method of Tanaka et al, J. Med. Chem., 1998, 41(13), 2406) and 2-chlorobenzoyl chloride (175 mg, 1 mmol) were combined in anisole (10 mL) at room temperature and 2,4,6-collidine (121 mg, 1 mmol) in anisole (1 mL) was added. The reaction mixture was heated at 100° C. for 1 hour followed by 120° C. for 15 minutes, monitoring the evolution of gas by balloon [volume of gas evolved was measured by positive displacement o...